The task is: describe an organic reaction: reactants, conditions, products, and yield. This data is from the Open Reaction Database (ORD), a public repository of structured organic reaction records. The reactants are C(C)OC(C(CC=1C=C2C=CN(C2=CC1)COCC[Si](C)(C)C)OCCC)=O (rac-2-propoxy-3-[1-(2-trimethylsilanyl-ethoxymethyl)-1H-indol-5-yl]-propionic acid ethyl ester), [OH-].[Li+] (lithium hydroxide). Solvent: O1CCOCC1 (dioxane). Conditions: time 16 hour. Yields the product C(CC)OC(C(=O)O)CC=1C=C2C=CN(C2=CC1)COCC[Si](C)(C)C (rac-2-propoxy-3-[1-(2-trimethylsilanyl-ethoxymethyl)-1H-indol-5-yl]-propionic acid). Isolated yield 85.6%. RXN SMILES: C([O:3][C:4](=[O:28])[CH:5]([O:24][CH2:25][CH2:26][CH3:27])[CH2:6][C:7]1[CH:8]=[C:9]2[C:13](=[CH:14][CH:15]=1)[N:12]([CH2:16][O:17][CH2:18][CH2:19][Si:20]([CH3:23])([CH3:22])[CH3:21])[CH:11]=[CH:10]2)C.[OH-].[Li+]>O1CCOCC1>[CH2:25]([O:24][CH:5]([CH2:6][C:7]1[CH:8]=[C:9]2[C:13](=[CH:14][CH:15]=1)[N:12]([CH2:16][O:17][CH2:18][CH2:19][Si:20]([CH3:23])([CH3:21])[CH3:22])[CH:11]=[CH:10]2)[C:4]([OH:28])=[O:3])[CH2:26][CH3:27] |f:1.2|. Procedure details: 1.23 g rac-2-propoxy-3-[1-(2-trimethylsilanyl-ethoxymethyl)-1H-indol-5-yl]-propionic acid ethyl ester were dissolved in 40 ml dioxane, then treated with 7.6 ml lithium hydroxide solution (1 molar in water) and stirred for 16 hours at ambient temperature. Extraction of the reaction mixture with H2O/HCl and dichloromethane, followed by drying of the organic phase with sodium sulfate and evaporation, gave 1.27 g crude product, which was purified by chromatography (silicagel, eluent: gradient of n-h... The reactants are N[C@@H]1CC[C@H](CC1)NC(=O)C1=C(NC=2C1=NC=CC2C2=C(C=C(C=C2)F)OCC2CC2)C (N-(trans-4-aminocyclohexyl)-7-[2-(cyclopropylmethoxy)-4-fluorophenyl]-2-methyl-1H-pyrrolo[3,2-b]pyridine-3-carboxamide), COCC(=O)Cl (methoxy-acetyl chloride). Yields the product C1(CC1)COC1=C(C=CC(=C1)F)C1=C2C(=NC=C1)C(=C(N2)C)C(=O)N[C@@H]2CC[C@H](CC2)NC(COC)=O (7-[2-(Cyclopropylmethoxy)-4-fluorophenyl]-N-{trans-4-[(methoxyacetyl)amino]cyclohexyl}-2-methyl-1H-pyrrolo[3,2-b]pyridine-3-carboxamide). RXN SMILES: [NH2:1][C@H:2]1[CH2:7][CH2:6][C@H:5]([NH:8][C:9]([C:11]2[C:15]3=[N:16][CH:17]=[CH:18][C:19]([C:20]4[CH:25]=[CH:24][C:23]([F:26])=[CH:22][C:21]=4[O:27][CH2:28][CH:29]4[CH2:31][CH2:30]4)=[C:14]3[NH:13][C:12]=2[CH3:32])=[O:10])[CH2:4][CH2:3]1.[CH3:33][O:34][CH2:35][C:36](Cl)=[O:37]>>[CH:29]1([CH2:28][O:27][C:21]2[CH:22]=[C:23]([F:26])[CH:24]=[CH:25][C:20]=2[C:19]2[CH:18]=[CH:17][N:16]=[C:15]3[C:11]([C:9]([NH:8][C@H:5]4[CH2:6][CH2:7][C@H:2]([NH:1][C:36](=[O:37])[CH2:35][O:34][CH3:33])[CH2:3][CH2:4]4)=[O:10])=[C:12]([CH3:32])[NH:13][C:14]=23)[CH2:30][CH2:31]1. Reported procedure: Starting from N-(trans-4-aminocyclohexyl)-7-[2-(cyclopropylmethoxy)-4-fluorophenyl]-2-methyl-1H-pyrrolo[3,2-b]pyridine-3-carboxamide (example D.f5) and commercially available methoxy-acetyl chloride the title compound is obtained as colorless solid. Starting materials: BrC1=C(C=C(C=C1)F)CC(=O)O ((2-bromo-5-fluorophenyl)acetic acid), C(C)(C)N=C=NC(C)C (N,N′-diisopropylcarbodiimide), C(C1=CC=CC=C1)OC1=CC=C(CO)C=C1 (p-benzyloxybenzyl alcohol). The reagents and catalysts are CN(C1=CC=NC=C1)C (4-dimethylaminopyridine). Solvent: ClCCl (dichloromethane), ClCCl (dichloromethane). Product: BrC1=C(C=C(C=C1)F)CC(=O)OCC1=CC=C(C=C1)OCC1=CC=CC=C1 (4-(Benzyloxy)benzyl (2-bromo-5-fluorophenyl)acetate). RXN SMILES: [CH2:1]([O:8][C:9]1[CH:16]=[CH:15][C:12]([CH2:13][OH:14])=[CH:11][CH:10]=1)[C:2]1[CH:7]=[CH:6][CH:5]=[CH:4][CH:3]=1.[Br:17][C:18]1[CH:23]=[CH:22][C:21]([F:24])=[CH:20][C:19]=1[CH2:25][C:26](O)=[O:27].C(N=C=NC(C)C)(C)C>ClCCl.CN(C)C1C=CN=CC=1>[Br:17][C:18]1[CH:23]=[CH:22][C:21]([F:24])=[CH:20][C:19]=1[CH2:25][C:26]([O:14][CH2:13][C:12]1[CH:11]=[CH:10][C:9]([O:8][CH2:1][C:2]2[CH:3]=[CH:4][CH:5]=[CH:6][CH:7]=2)=[CH:16][CH:15]=1)=[O:27]. Reported procedure: A suspension of 3 g (2.73 mmol) of Wang resin (p-benzyloxybenzyl alcohol resin, 100-200 mesh) in 49 ml of dichloromethane is stirred (orbital stirring) at room temperature for 15 minutes. 2.8 g (12.0 mmol) of (2-bromo-5-fluorophenyl)acetic acid dissolved in 20 ml of dichloromethane are then added, followed by addition of 0.067 g (0.55 mmol) of 4-dimethylaminopyridine and 1.88 ml (12.0 mol) of N,N′-diisopropylcarbodiimide. Run at temperature 0 celsius, time 1 hour. Run in ClCCl (dichloromethane). Starting materials: CCN(CC)S(F)(F)F (DAST), O1C(COC12CCCCC2)C2CCC(CC2)CCO (2-(4-(1,4-dioxaspiro[4.5]decyl)cyclohexyl)ethanol), O (water). RXN SMILES: [O:1]1[C:5]2([CH2:10][CH2:9][CH2:8][CH2:7][CH2:6]2)[O:4][CH2:3][CH:2]1[CH:11]1[CH2:16][CH2:15][CH:14]([CH2:17][CH2:18]O)[CH2:13][CH2:12]1.CCN(S(F)(F)[F:26])CC.O>ClCCl>[O:1]1[C:5]2([CH2:10][CH2:9][CH2:8][CH2:7][CH2:6]2)[O:4][CH2:3][CH:2]1[CH:11]1[CH2:16][CH2:15][CH:14]([CH2:17][CH2:18][F:26])[CH2:13][CH2:12]1. Procedure: The above 2-(4-(1,4-dioxaspiro[4.5]decyl)cyclohexyl)ethanol (20 g, 70.8 mmol) was dissolved in dichloromethane (70 ml), followed by dropwise adding to the solution, DAST (13 g, 80.7 mmol), stirring at 0° C. for one hour, adding water to the reaction solution, washing the resulting organic layer successively with a saturated aqueous solution of sodium bicarbonate and water, distilling off the solvent, purifying the residue according to column chromatography using heptane/ethyl acetate as a develo... The product is O1C(COC12CCCCC2)C2CCC(CC2)CCF (1-(4-(1,4-dioxaspiro[4,5]decyl)cyclohexyl)-2-fluoroethane). The reactants are Clc1cnc2c(Cl)cccc2n1, [H-], [Na+], O, NS(=O)(=O)c1ccc2occc2c1. Yields the product O=S(=O)(Nc1cnc2c(Cl)cccc2n1)c1ccc2occc2c1. As a reaction SMILES: [Cl:16][c:17]1[n:18][c:19]2[cH:20][cH:21][cH:22][c:23]([Cl:27])[c:24]2[n:25][cH:26]1.[H-:14].[Na+:15].[OH2:28].[o:1]1[cH:2][cH:3][c:4]2[c:5]1[cH:6][cH:7][c:8]([S:10](=[O:11])(=[O:12])[NH2:13])[cH:9]2>>[o:1]1[cH:2][cH:3][c:4]2[c:5]1[cH:6][cH:7][c:8]([S:10](=[O:11])(=[O:12])[NH:13][c:17]1[n:18][c:19]3[cH:20][cH:21][cH:22][c:23]([Cl:27])[c:24]3[n:25][cH:26]1)[cH:9]2. Reactants: Cl.BrC1=CC=C(C=C1)NN (4-bromophenylhydrazine hydrochloride), Cl.N1CCC(CC1)=O (piperidin-4-one hydrochloride), Cl (hydrogen chloride). The solvent is C(C)O (ethanol), C(C)O (ethanol). Product: BrC1=CC=2C3=C(NC2C=C1)CCNC3 (8-bromo-2,3,4,5-tetrahydro-1H-pyrido[4,3-b]indole). Yield: 101.9%. RXN SMILES: Cl.[Br:2][C:3]1[CH:8]=[CH:7][C:6]([NH:9]N)=[CH:5][CH:4]=1.Cl.[NH:12]1[CH2:17][CH2:16][C:15](=O)[CH2:14][CH2:13]1.Cl>C(O)C>[Br:2][C:3]1[CH:8]=[CH:7][C:6]2[NH:9][C:15]3[CH2:16][CH2:17][NH:12][CH2:13][C:14]=3[C:5]=2[CH:4]=1 |f:0.1,2.3|. Procedure: To a stirred solution of 4-bromophenylhydrazine hydrochloride (5.0 g, 22.36 mmol) in ethanol (100 mL), piperidin-4-one hydrochloride (1.316 g, 8.5984 mmol) was added and the mixture was heated to reflux. The reflux was maintained for 4 hours, then cooled to room temperature and dry hydrogen chloride gas was passed for 1 hour through the reaction mixture. The mixture was then again heated to reflux and maintained for 2 h. After completion of reaction, ethanol was distilled off under vacuum and th...